From a dataset of the Open Reaction Database (ORD), a public repository of structured organic reaction records. describe an organic reaction: reactants, conditions, products, and yield Reactants: Cc1ccccc1, CN(CC(=O)O)C(=O)c1ccc(Cl)cc1, S=P12SP3(=S)SP(=S)(S1)SP(=S)(S2)S3. The product is CN(CC(=O)O)C(=S)c1ccc(Cl)cc1. As a reaction SMILES: [CH3:30][c:31]1[cH:32][cH:33][cH:34][cH:35][cH:36]1.[Cl:1][c:2]1[cH:3][cH:4][c:5]([C:6](=[O:7])[N:8]([CH2:9][C:10](=[O:11])[OH:12])[CH3:13])[cH:14][cH:15]1.[P:16]12(=[S:17])[S:18][P:19]3(=[S:29])[S:20][P:21](=[S:27])([S:22][P:23](=[S:26])([S:24]3)[S:25]1)[S:28]2>>[Cl:1][c:2]1[cH:3][cH:4][c:5]([C:6]([N:8]([CH2:9][C:10](=[O:11])[OH:12])[CH3:13])=[S:17])[cH:14][cH:15]1. Reactants: CC(C(O)C=1C=CC2=C(C(C=3C(=NC=CC3)O2)=O)C1)C (2-methyl-1-(5-oxo-5H-[1]benzopyrano[2,3-b]pyridin-7-yl)-1-propanol), [Mn](=O)(=O)(=O)[O-].[K+] (potassium permanganate). Run in CC(=O)C (acetone). Product: C(C(C)C)(=O)C=1C=CC2=C(C(C=3C(=NC=CC3)O2)=O)C1 (7-isobutyryl-5-oxo-5H-[1]benzopyrano[2,3-b]pyridine). As a reaction SMILES: [CH3:1][CH:2]([CH3:20])[CH:3]([C:5]1[CH:6]=[CH:7][C:8]2[O:17][C:12]3=[N:13][CH:14]=[CH:15][CH:16]=[C:11]3[C:10](=[O:18])[C:9]=2[CH:19]=1)[OH:4].[Mn]([O-])(=O)(=O)=O.[K+]>CC(C)=O>[C:3]([C:5]1[CH:6]=[CH:7][C:8]2[O:17][C:12]3=[N:13][CH:14]=[CH:15][CH:16]=[C:11]3[C:10](=[O:18])[C:9]=2[CH:19]=1)(=[O:4])[CH:2]([CH3:20])[CH3:1] |f:1.2|. Procedure details: A mixture of 2.7 g of 2-methyl-1-(5-oxo-5H-[1]benzopyrano[2,3-b]pyridin-7-yl)-1-propanol, 60 ml of acetone and 1.5 g of potassium permanganate is refluxed for 6 hours. The reaction mixture is filtered, and the residue is washed thoroughly was chloroform. The filtrate and washings are concentrated, and the residue is purified by column chromatography on silica gel with chloroform as eluent, and further by recrystallization from ethanol to give 7-isobutyryl-5-oxo-5H-[1]benzopyrano[2,3-b]pyridine m... Starting materials: C[Si](Cl)(C)C (trimethylchlorosilane), C(C1=CC=CC=C1)=O (benzaldehyde), Cl (hydrochloric acid), BrCC(=O)OC (methyl bromoacetate), C1CCN2C[C@@H]3C[C@H]([C@H]2C1)CN4[C@H]3CCCC4 ((−)-sparteine). The reagents and catalysts are [Zn] (zinc). Solvent: O1CCCC1 (tetrahydrofuran), O1CCCC1 (tetrahydrofuran), O (water). Conditions: temperature 45 celsius, time 10 minute. The product is O[C@@H](CC(=O)OC)C1=CC=CC=C1 (methyl (S)-(−)-3-hydroxy-3-phenylpropionate). As a reaction SMILES: C[Si](C)(C)Cl.Br[CH2:7][C:8]([O:10][CH3:11])=[O:9].C1C[C@H]2N(C[C@H]3[C@@H]4CCCCN4C[C@@H]2C3)CC1.[CH:29](=[O:36])[C:30]1[CH:35]=[CH:34][CH:33]=[CH:32][CH:31]=1.Cl>O1CCCC1.[Zn].O>[OH:36][C@H:29]([C:30]1[CH:35]=[CH:34][CH:33]=[CH:32][CH:31]=1)[CH2:7][C:8]([O:10][CH3:11])=[O:9]. Reported procedure: At room temperature, a three-neck flask equipped with a reflux condenser, internal thermometer, dropping funnel and stirrer under protective nitrogen gas was initially charged with 5 g of zinc dust (77 mmol) in 30 ml of tetrahydrofuran. After 1.2 ml of trimethylchlorosilane had been added, the mixture was heated to 55 C for 15 min, and 10.9 g of methyl bromoacetate (71 mmol) were subsequently added dropwise undiluted while refluxing at 45° C. within 7 min. The mixture was then stirred for 10 min... The reactants are C1C(CC2=CC=CC=C12)N1C(C2=CC=CC=C2C1=O)=O (2-Indan-2-yl-isoindole-1,3-dione), ClS(=O)(=O)O (chlorosulfonic acid). Run in O (H2O), CC#N (MeCN). Run at time 48 hour. Yields the product O=C1N(C(C2=CC=CC=C12)=O)C1CC2=CC=C(C=C2C1)S(=O)(=O)Cl (2-(1,3-Dioxo-1,3-dihydro-isoindol-2-yl)-indan-5-sulfonyl chloride). Reaction SMILES: [CH2:1]1[C:9]2[C:4](=[CH:5][CH:6]=[CH:7][CH:8]=2)[CH2:3][CH:2]1[N:10]1[C:18](=[O:19])[C:17]2[C:12](=[CH:13][CH:14]=[CH:15][CH:16]=2)[C:11]1=[O:20].[Cl:21][S:22](O)(=[O:24])=[O:23]>CC#N.O>[O:20]=[C:11]1[C:12]2[C:17](=[CH:16][CH:15]=[CH:14][CH:13]=2)[C:18](=[O:19])[N:10]1[CH:2]1[CH2:1][C:9]2[C:4](=[CH:5][CH:6]=[C:7]([S:22]([Cl:21])(=[O:24])=[O:23])[CH:8]=2)[CH2:3]1. Reported procedure: To a solution of compound 747-C (0.72 g, 2.7 mmol) in MeCN (50 mL) was added chlorosulfonic acid (3.72 g, 32.4 mmol), drop-wise, and the reaction mixture was stirred at ambient temperature for 48 h. The reaction mixture was diluted with H2O, extracted with CH2Cl2, dried over Na2SO4, filtered, and dried to afford 0.976 g of compound 747-D as a brown solid. 1H-NMR (CDCl3) δ 3.26-3.43 (m, 2H), 3.60-3.78 (m, 2H), 5.26 (t, 1H), 7.46 (d, 1H), 7.68-7.79 (m, 2H), 7.79-7.93 (m, 4H); MS: m/z 384.1 (MNa+). The reactants are CO (MeOH), C(C1=CC=CC=C1)N1C(COC(C1)C1=CC=C(C=C1)Br)=O (4-benzyl-6-(4-bromo-phenyl)-morpholin-3-one), B.C1CCOC1 (BH3.THF). Solvent: C1CCOC1 (THF), C1CCOC1 (THF). Reaction conditions: time 1 hour. Product: C(C1=CC=CC=C1)N1CC(OCC1)C1=CC=C(C=C1)Br (4-benzyl-2-(4-bromo-phenyl)-morpholine). Isolated yield 97.6%. As a reaction SMILES: [CH2:1]([N:8]1[CH2:13][CH:12]([C:14]2[CH:19]=[CH:18][C:17]([Br:20])=[CH:16][CH:15]=2)[O:11][CH2:10][C:9]1=O)[C:2]1[CH:7]=[CH:6][CH:5]=[CH:4][CH:3]=1.B.C1COCC1.CO>C1COCC1>[CH2:1]([N:8]1[CH2:9][CH2:10][O:11][CH:12]([C:14]2[CH:15]=[CH:16][C:17]([Br:20])=[CH:18][CH:19]=2)[CH2:13]1)[C:2]1[CH:3]=[CH:4][CH:5]=[CH:6][CH:7]=1 |f:1.2|. Reported procedure: To a solution of 4-benzyl-6-(4-bromo-phenyl)-morpholin-3-one (21.3 g; 62 mmol) in THF (350 mL) was added BH3.THF in THF (1M, 155 mL; 155 mmol) dropwise, at 0° C. After 1 hour the mixture was allowed to warm to RT and stirred for another 2 hours. To the reaction mixture was added MeOH (300 mL), at 0° C., the resulting mixture was stirred at RT for 3 days, and subsequently concentrated in vacuo. The residue was partitioned between EtOAc and 1 M aqueous NaOH-solution. The organic layer was dried (N...